This data is from the Open Reaction Database (ORD), a public repository of structured organic reaction records. The task is: describe an organic reaction: reactants, conditions, products, and yield Starting materials: FC1=CC=C(C=C1)C(C)=O (1-(4-fluorophenyl) ethanone), C1CCOC1 (THF), ice water, CS(=O)C (DMSO), [H-].[Na+] (NaH), C1CCOC1 (THF), [I-].C(C)[S+](CC)CC (Triethylsulfonium iodide). Reaction conditions: temperature 65 celsius, time 10 minute. Product: FC1=CC=C(C=C1)C1(OC1C)C (2-(4-fluorophenyl)-2,3-dimethyloxirane). RXN SMILES: CS(C)=O.[H-].[Na+].[I-].C([S+](CC)CC)C.[F:15][C:16]1[CH:21]=[CH:20][C:19](C(=O)C)=[CH:18][CH:17]=1.[CH2:25]1[CH2:29][O:28][CH2:27][CH2:26]1>>[F:15][C:16]1[CH:21]=[CH:20][C:19]([C:27]2([CH3:26])[CH:29]([CH3:25])[O:28]2)=[CH:18][CH:17]=1 |f:1.2,3.4|. Procedure details: The title compound was prepared by following general procedure 3. DMSO was added to NaH (1 equiv.) and heated to 65° C. for 1 h. THF was added at the same temperature and heated for another 10 min. After 10 min., the reaction mixture was cooled to 0° C. Triethylsulfonium iodide (1 equiv.) was added and stirred for 10 min. after which the solution of 1-(4-fluorophenyl) ethanone (1 equiv.) in THF was added dropwise. After complete addition, the reaction mixture was stirred at RT for 2 h. The produ... The reactants are C1CCOC1, CN=C=O, Cc1cc(Cc2ccc(N)cn2)n(C)c1C(=O)c1ccc(Cl)cc1. Product: CNC(=O)Nc1ccc(Cc2cc(C)c(C(=O)c3ccc(Cl)cc3)n2C)nc1. As a reaction SMILES: [CH2:29]1[O:30][CH2:31][CH2:32][CH2:33]1.[CH3:25][N:26]=[C:27]=[O:28].[Cl:1][c:2]1[cH:3][cH:4][c:5]([C:6](=[O:7])[c:8]2[c:9]([CH3:22])[cH:10][c:11]([CH2:14][c:15]3[n:16][cH:17][c:18]([NH2:21])[cH:19][cH:20]3)[n:12]2[CH3:13])[cH:23][cH:24]1>>[Cl:1][c:2]1[cH:3][cH:4][c:5]([C:6](=[O:7])[c:8]2[c:9]([CH3:22])[cH:10][c:11]([CH2:14][c:15]3[n:16][cH:17][c:18]([NH:21][C:27]([NH:26][CH3:25])=[O:28])[cH:19][cH:20]3)[n:12]2[CH3:13])[cH:23][cH:24]1. The reactants are C(C1=CC=CC=C1)OCCN (2-(benzyloxy)ethanamine), [N+](=O)([O-])C1=C(C#N)C(=CC=C1)[N+](=O)[O-] (2,6-dinitrobenzonitrile). The product is C(C1=CC=CC=C1)OCCNC1=C(C#N)C(=CC=C1)[N+](=O)[O-] (2-(2-(benzyloxy)ethylamino)-6-nitrobenzonitrile). Isolated yield 77.0%. Reaction SMILES: [CH2:1]([O:8][CH2:9][CH2:10][NH2:11])[C:2]1[CH:7]=[CH:6][CH:5]=[CH:4][CH:3]=1.[N+:12]([C:15]1[CH:22]=[CH:21][CH:20]=[C:19]([N+]([O-])=O)[C:16]=1[C:17]#[N:18])([O-:14])=[O:13]>>[CH2:1]([O:8][CH2:9][CH2:10][NH:11][C:19]1[CH:20]=[CH:21][CH:22]=[C:15]([N+:12]([O-:14])=[O:13])[C:16]=1[C:17]#[N:18])[C:2]1[CH:7]=[CH:6][CH:5]=[CH:4][CH:3]=1. Reported procedure: Prepared as in Example 90c from 2-(benzyloxy)ethanamine and 2,6-dinitrobenzonitrile in 77% yield. 1H NMR (400 MHz, DMSO-d6) δ 3.49 (q, J=5.2 Hz, J=5.6 Hz, 2H), 3.59 (t, J=5.6 Hz, 2H), 4.49 (s, 2H), 6.47 (t, J=5.8 Hz, NH), 7.23-7.31 (m, 6H), 7.43 (d, J=8.0 Hz, 1H), 7.58 (t, J=8.4 Hz, 1H). Reactants: IC (iodomethane), O1CCCC1.C(C)(C)NC(C)C.[Li] (Lithium diisopropylamine mono(tetrahydrofuran)), CN1C=C(C2=CC=CC=C12)C(CCC=1N=CN(C1C)C(C1=CC=CC=C1)(C1=CC=CC=C1)C1=CC=CC=C1)=O (1-(1-methyl-1H-indol-3-yl)-3-[5-methyl-1-(triphenylmethyl)-1H-imidazol-4-yl]-1-propanone), IC (Iodomethane), C([O-])([O-])=O.[K+].[K+] (potassium carbonate). Run in O (water), C(C)(=O)O (acetic acid), C1CCOC1 (THF). Reaction conditions: time 1 hour. Product: CC(C(=O)C1=CN(C2=CC=CC=C12)C)CC=1N=CN(C1C)C(C1=CC=CC=C1)(C1=CC=CC=C1)C1=CC=CC=C1 (2-Methyl-1-(1-methyl-1H-indol-3-yl)-3-[5-methyl-1-(triphenylmethyl)-1H-imidazol-4-yl]-1-propanone). Reaction SMILES: O1CCC[CH2:2]1.C(NC(C)C)(C)C.[Li].[CH3:14][N:15]1[C:23]2[C:18](=[CH:19][CH:20]=[CH:21][CH:22]=2)[C:17]([C:24](=[O:52])[CH2:25][CH2:26][C:27]2[N:28]=[CH:29][N:30]([C:33]([C:46]3[CH:51]=[CH:50][CH:49]=[CH:48][CH:47]=3)([C:40]3[CH:45]=[CH:44][CH:43]=[CH:42][CH:41]=3)[C:34]3[CH:39]=[CH:38][CH:37]=[CH:36][CH:35]=3)[C:31]=2[CH3:32])=[CH:16]1.IC.C(=O)([O-])[O-].[K+].[K+]>C1COCC1.O.C(O)(=O)C>[CH3:2][CH:25]([CH2:26][C:27]1[N:28]=[CH:29][N:30]([C:33]([C:34]2[CH:35]=[CH:36][CH:37]=[CH:38][CH:39]=2)([C:46]2[CH:47]=[CH:48][CH:49]=[CH:50][CH:51]=2)[C:40]2[CH:45]=[CH:44][CH:43]=[CH:42][CH:41]=2)[C:31]=1[CH3:32])[C:24]([C:17]1[C:18]2[C:23](=[CH:22][CH:21]=[CH:20][CH:19]=2)[N:15]([CH3:14])[CH:16]=1)=[O:52] |f:0.1.2,5.6.7,^1:12|. Procedure details: Lithium diisopropylamine mono(tetrahydrofuran) (1.5M in cyclohexane, 11.5 ml) was added dropwise to a cold (-70°) solution of 1-(1-methyl-1H-indol-3-yl)-3-[5-methyl-1-(triphenylmethyl)-1H-imidazol-4-yl]-1-propanone (8.8 g) in dry THF (175 ml) under nitrogen. The stirred solution was allowed to warm to 20° over 1 h then cooled to -70°. Iodomethane (2.15 ml) was added and the mixture was allowed to reach 20° over 1 h and stirred for a further 2 h. More iodomethane (1.08 ml) was added and stirring ... Starting materials: BrCC(=O)C1=CC(=C(C(=C1)[N+](=O)[O-])O)O (2-bromo-3',4'-dihydroxy-5'-nitroacetophenone), NC=1SC=NN1 (2-amino-1,3,4-thiadiazole). Solvent: C(CCC)O (n-butanol). Product: S1C=2N(N=C1)C=C(N2)C2=CC(=C(C(O)=C2)O)[N+](=O)[O-] (5-(imidazo-[2,1-b]-1,3,4-thiadiazol-6-yl)-3-nitropyrocatechol). RXN SMILES: Br[CH2:2][C:3]([C:5]1[CH:10]=[C:9]([N+:11]([O-:13])=[O:12])[C:8]([OH:14])=[C:7]([OH:15])[CH:6]=1)=O.[NH2:16][C:17]1[S:18][CH:19]=[N:20][N:21]=1>C(O)CCC>[S:18]1[CH:19]=[N:20][N:21]2[CH:2]=[C:3]([C:5]3[CH:6]=[C:7]([OH:15])[C:8]([OH:14])=[C:9]([N+:11]([O-:13])=[O:12])[CH:10]=3)[N:16]=[C:17]12. Procedure details: A solution of 1.38 g of 2-bromo-3',4'-dihydroxy-5'-nitroacetophenone and 505.7 mg of 2-amino-1,3,4-thiadiazole in 25 ml of n-butanol is heated to boiling under reflux for 7 hours. The reaction mixture is then cooled to room temperature and the separated crystals are filtered under suction. There is obtained 5-(imidazo-[2,1-b]-1,3,4-thiadiazol-6-yl)-3-nitropyrocatechol of m.p. 278°-280° (from methanol). Starting materials: NC[C@H]1CN(C(O1)=O)C1=CC(=C(C=C1)C1CCS(CC1)(=O)=O)F (4-{4-[(5S)-5-(aminomethyl)-2-oxo-1,3-oxazolidin-3-yl]-2-fluorophenyl}tetrahydro-1λ6-thiopyran-1,1(2H)-dione), C(C)(C)N(CC)C(C)C (diisopropylethylamine), C(OCOC(C)=O)(=O)Cl (carbonochloridic acid, (acetyloxy)methyl ester). The solvent is C(Cl)Cl (CH2Cl2), C(Cl)Cl (CH2Cl2). Run at temperature 0 celsius, time 30 minute. Product: C(C)(=O)OCOC(=O)NC[C@H]1CN(C(O1)=O)C1=CC(=C(C=C1)C1CCS(CC1)(=O)=O)F (({[({(5S)-3-[4-(1,1-dioxidotetrahydro-2H-thiopyran-4-yl)-3-fluorophenyl]-2-oxo-1,3-oxazolidin-5-yl} methyl)amino]carbonyl}oxy)methyl acetate). Isolated yield 165.7%. RXN SMILES: [NH2:1][CH2:2][C@@H:3]1[O:7][C:6](=[O:8])[N:5]([C:9]2[CH:14]=[CH:13][C:12]([CH:15]3[CH2:20][CH2:19][S:18](=[O:22])(=[O:21])[CH2:17][CH2:16]3)=[C:11]([F:23])[CH:10]=2)[CH2:4]1.C(N(C(C)C)CC)(C)C.[C:33](Cl)(=[O:40])[O:34][CH2:35][O:36][C:37](=[O:39])[CH3:38]>C(Cl)Cl>[C:37]([O:36][CH2:35][O:34][C:33]([NH:1][CH2:2][C@@H:3]1[O:7][C:6](=[O:8])[N:5]([C:9]2[CH:14]=[CH:13][C:12]([CH:15]3[CH2:20][CH2:19][S:18](=[O:21])(=[O:22])[CH2:17][CH2:16]3)=[C:11]([F:23])[CH:10]=2)[CH2:4]1)=[O:40])(=[O:39])[CH3:38]. Procedure: To a stirred suspension of the 4-{4-[(5S)-5-(aminomethyl)-2-oxo-1,3-oxazolidin-3-yl]-2-fluorophenyl}tetrahydro-1λ6-thiopyran-1,1(2H)-dione (4.68 g, 13.74 mmol) prepared according to the PCT international publication WO 97/09328 in CH2Cl2 (100 mL) cooled to 0° C. is added diisopropylethylamine (4.8 ml, 27.48 mmol) followed by a solution of 2.4 g (1.5 7 mmol) of the acid chloride (from Step 4) in CH2Cl2 (10 mL) with a 2 mL rinse. The reaction mixture is stirred at 0° C. fro 30 min then at RT for 3... Starting materials: C1(=CC=CC=C1)N1C(=NC(=C1C1=CC=CC=C1)C1=CC=CC=C1)Cl (1,4,5-Triphenyl-2-chloroimidazole), OCCCCCCCC(=O)O (8-hydroxyoctanoic acid), [H-].[Na+] (sodium hydride). Solvent: CN(C=O)C (dimethylformamide). The product is C1(=CC=CC=C1)N1C(=NC(=C1C1=CC=CC=C1)C1=CC=CC=C1)OCCCCCCCC(=O)O (8-(1,4,5-Triphenylimidazol-2-yloxy)octanoic acid). Reaction SMILES: [C:1]1([N:7]2[C:11]([C:12]3[CH:17]=[CH:16][CH:15]=[CH:14][CH:13]=3)=[C:10]([C:18]3[CH:23]=[CH:22][CH:21]=[CH:20][CH:19]=3)[N:9]=[C:8]2Cl)[CH:6]=[CH:5][CH:4]=[CH:3][CH:2]=1.[OH:25][CH2:26][CH2:27][CH2:28][CH2:29][CH2:30][CH2:31][CH2:32][C:33]([OH:35])=[O:34].[H-].[Na+]>CN(C)C=O>[C:1]1([N:7]2[C:11]([C:12]3[CH:17]=[CH:16][CH:15]=[CH:14][CH:13]=3)=[C:10]([C:18]3[CH:23]=[CH:22][CH:21]=[CH:20][CH:19]=3)[N:9]=[C:8]2[O:25][CH2:26][CH2:27][CH2:28][CH2:29][CH2:30][CH2:31][CH2:32][C:33]([OH:35])=[O:34])[CH:6]=[CH:5][CH:4]=[CH:3][CH:2]=1 |f:2.3|. Reported procedure: 1,4,5-Triphenyl-2-chloroimidazole was treated with 8-hydroxyoctanoic acid and sodium hydride in dimethylformamide to give the title compound, m.p. 158°-159° C., Found: C, 75.3; H, 6.6;N, 6.0%; C29H30N2O3.0.43H2O Requires: C, 75.3;H, 6.7; N, 6.0% Starting materials: Cl (HCl), [OH-].[Na+] (sodium hydroxide), [N+](=O)([O-])C1=C(C=CC=C1)[N+](=O)[O-] (1,2-dinitrobenzene), C(C)(C)(C)C1=C(C(=CC=C1)C(C)(C)C)O (2,6-di-t-butylphenol). Run in CS(=O)C (dimethylsulfoxide). Conditions: temperature 60 celsius. Product: C(C)(C)(C)C1=C(C(=CC(=C1)C1=C(C=CC=C1)[N+](=O)[O-])C(C)(C)C)O (2,6-di-t-butyl-4-(2-nitrophenyl)phenol). Yield: 106.6%. Reaction SMILES: [OH-].[Na+].[N+]([C:6]1[CH:11]=[CH:10][CH:9]=[CH:8][C:7]=1[N+:12]([O-:14])=[O:13])([O-])=O.[C:15]([C:19]1[CH:24]=[CH:23][CH:22]=[C:21]([C:25]([CH3:28])([CH3:27])[CH3:26])[C:20]=1[OH:29])([CH3:18])([CH3:17])[CH3:16].Cl>CS(C)=O>[C:25]([C:21]1[CH:22]=[C:23]([C:6]2[CH:11]=[CH:10][CH:9]=[CH:8][C:7]=2[N+:12]([O-:14])=[O:13])[CH:24]=[C:19]([C:15]([CH3:18])([CH3:17])[CH3:16])[C:20]=1[OH:29])([CH3:28])([CH3:27])[CH3:26] |f:0.1|. Procedure: A mixture of 30 mg (0.75 mmol) of powdered sodium hydroxide, 100 mg (0.59 mmol) of 1,2-dinitrobenzene, 155 mg (0.75 mmol) of 2,6-di-t-butylphenol, and 1.0 mL of dimethylsulfoxide was heated at 60° C. for 17 hours and poured into 10 mL of 1N HCl, and the resulting aqueous mixture was extracted with three 10 mL portions of diethyl ether. The ether layers were combined, dried over magnesium sulfate, and concentrated. Purification of the residue by preparative thin layer chromatography (tlc) afforde... Starting materials: CN1CCC(C2CCNCC2)CC1, COC(=O)C(CC(=O)N1CCC(N2Cc3ccccc3NC2=O)CC1)Cc1ccc(Cl)c(C(F)(F)F)c1, O=C(O)C(CC(=O)N1CCC(N2Cc3ccccc3NC2=O)CC1)Cc1ccc(Cl)c(C(F)(F)F)c1. Product: CN1CCC(C2CCN(C(=O)C(CC(=O)N3CCC(N4Cc5ccccc5NC4=O)CC3)Cc3ccc(Cl)c(C(F)(F)F)c3)CC2)CC1. As a reaction SMILES: [CH3:74][N:75]1[CH2:76][CH2:77][CH:78]([CH:81]2[CH2:82][CH2:83][NH:84][CH2:85][CH2:86]2)[CH2:79][CH2:80]1.[Cl:1][c:2]1[c:3]([C:34]([F:35])([F:36])[F:37])[cH:4][c:5]([CH2:6][CH:7]([C:8]([O:10][CH3:9])=[O:11])[CH2:12][C:13]([N:14]2[CH2:15][CH2:16][CH:17]([N:20]3[C:21](=[O:30])[NH:22][c:23]4[cH:24][cH:25][cH:26][cH:27][c:28]4[CH2:29]3)[CH2:18][CH2:19]2)=[O:31])[cH:32][cH:33]1.[Cl:38][c:39]1[cH:40][cH:41][c:42]([CH2:43][CH:44]([CH2:45][C:46](=[O:47])[N:48]2[CH2:49][CH2:50][CH:51]([N:52]3[CH2:53][c:54]4[c:55]([cH:56][cH:57][cH:58][cH:59]4)[NH:60][C:61]3=[O:62])[CH2:63][CH2:64]2)[C:65]([OH:66])=[O:67])[cH:68][c:69]1[C:70]([F:71])([F:72])[F:73]>>[Cl:1][c:2]1[c:3]([C:34]([F:35])([F:36])[F:37])[cH:4][c:5]([CH2:6][CH:7]([C:8](=[O:10])[N:84]2[CH2:83][CH2:82][CH:81]([CH:78]3[CH2:77][CH2:76][N:75]([CH3:74])[CH2:80][CH2:79]3)[CH2:86][CH2:85]2)[CH2:12][C:13]([N:14]2[CH2:15][CH2:16][CH:17]([N:20]3[C:21](=[O:30])[NH:22][c:23]4[cH:24][cH:25][cH:26][cH:27][c:28]4[CH2:29]3)[CH2:18][CH2:19]2)=[O:31])[cH:32][cH:33]1.